Dataset: the Open Reaction Database (ORD), a public repository of structured organic reaction records. Task: describe an organic reaction: reactants, conditions, products, and yield Starting materials: CN=C=O, ClCCl, CC(C)CN(CC(O)C(Cc1ccc(OCCCCO)cc1)NC(=O)OC1COC2OCCC12)S(=O)(=O)c1ccc2c(c1)OCO2. Yields the product CNC(=O)OCCCCOc1ccc(CC(NC(=O)OC2COC3OCCC23)C(O)CN(CC(C)C)S(=O)(=O)c2ccc3c(c2)OCO3)cc1. Reaction SMILES: [CH3:50][N:51]=[C:52]=[O:53].[Cl:47][CH2:48][Cl:49].[O:1]1[CH2:2][O:3][c:4]2[c:5]1[cH:6][cH:7][c:8]([S:10](=[O:11])(=[O:12])[N:13]([CH2:14][CH:15]([CH:16]([CH2:17][c:18]1[cH:19][cH:20][c:21]([O:24][CH2:25][CH2:26][CH2:27][CH2:28][OH:29])[cH:22][cH:23]1)[NH:30][C:31]([O:32][CH:33]1[CH2:34][O:35][CH:36]3[O:37][CH2:38][CH2:39][CH:40]13)=[O:41])[OH:42])[CH2:43][CH:44]([CH3:45])[CH3:46])[cH:9]2>>[O:1]1[CH2:2][O:3][c:4]2[c:5]1[cH:6][cH:7][c:8]([S:10](=[O:11])(=[O:12])[N:13]([CH2:14][CH:15]([CH:16]([CH2:17][c:18]1[cH:19][cH:20][c:21]([O:24][CH2:25][CH2:26][CH2:27][CH2:28][O:29][C:52]([NH:51][CH3:50])=[O:53])[cH:22][cH:23]1)[NH:30][C:31]([O:32][CH:33]1[CH2:34][O:35][CH:36]3[O:37][CH2:38][CH2:39][CH:40]13)=[O:41])[OH:42])[CH2:43][CH:44]([CH3:45])[CH3:46])[cH:9]2. Reactants: CC(C)c1cc(Oc2c(Br)cc(CC(=O)O)cc2Br)nnc1Cl, CC(=O)O, Cc1ccccc1, CC(=O)[O-], [Na+]. The product is CC(C)c1cc(Oc2c(Br)cc(CC(=O)O)cc2Br)n[nH]c1=O. RXN SMILES: [Br:10][c:11]1[cH:12][c:13]([CH2:29][C:30](=[O:31])[OH:32])[cH:14][c:15]([Br:28])[c:16]1[O:17][c:18]1[n:19][n:20][c:21]([Cl:27])[c:22]([CH:24]([CH3:25])[CH3:26])[cH:23]1.[CH3:1][C:2]([OH:3])=[O:4].[CH3:33][c:34]1[cH:35][cH:36][cH:37][cH:38][cH:39]1.[CH3:6][C:7](=[O:8])[O-:9].[Na+:5]>>[O:3]=[c:21]1[nH:20][n:19][c:18]([O:17][c:16]2[c:11]([Br:10])[cH:12][c:13]([CH2:29][C:30](=[O:31])[OH:32])[cH:14][c:15]2[Br:28])[cH:23][c:22]1[CH:24]([CH3:25])[CH3:26]. The solvent is C(C)OCC (ethyl ether), C(C)OCC (ethyl ether), C(C)OCC (ethyl ether). RXN SMILES: [Mg].Cl[CH2:3][Si:4]([CH3:7])([CH3:6])[CH3:5].[CH3:8][C:9]1[C:16]([CH3:17])=[C:15]([OH:18])[C:14]([CH3:19])=[CH:13][C:10]=1[CH:11]=[O:12].[Cl-].[NH4+]>C(OCC)C>[OH:18][C:15]1[C:14]([CH3:19])=[CH:13][C:10]([CH:11]([CH2:3][Si:4]([CH3:7])([CH3:6])[CH3:5])[OH:12])=[C:9]([CH3:8])[C:16]=1[CH3:17] |f:3.4|. Procedure: Mix magnesium turnings (240 mg, 10 mmol) and anhydrous ethyl ether under an inert atmosphere. Add a solution of chloromethyltrimethylsilane (1.9 g, 10 mmol) in anhydrous ethyl ether. Stir until the magnesium metal dissolves. Add a solution of 2,3,5-trimethyl-4-hydroxybenzaldehyde (1.7 g, 10 mmol) in anhydrous ethyl ether. Stir until reaction is complete. Cool the reaction mixture to 0° C. and add saturated ammonium chloride solution. Separate the ether layer, wash with water and dry (MgSO4). Eva... Reaction conditions: temperature 0 celsius. Starting materials: ClC[Si](C)(C)C (chloromethyltrimethylsilane), CC1=C(C=O)C=C(C(=C1C)O)C (2,3,5-trimethyl-4-hydroxybenzaldehyde), [Cl-].[NH4+] (ammonium chloride), [Mg] (magnesium), [Mg] (magnesium). The product is OC1=C(C(=C(C=C1C)C(O)C[Si](C)(C)C)C)C (4-hydroxy-2,3,5-trimethyl-α-[(trimethylsilyl)methyl]benzenemethanol). Reactants: N1(CCOCC1)CC1COC=2C=3N1C(=CC3C=CC2)C (3-(4-morpholinylmethyl)-5-methyl-2,3-dihydropyrrolo[1,2,3-de]-1,4-benzoxazine), ice water, [Cl-].[Al+3].[Cl-].[Cl-] (aluminum chloride), COC1=CC=C(C(=O)Cl)C=C1 (4-methoxybenzoyl chloride). Solvent: C(Cl)Cl (MDC), C(Cl)Cl (methylene dichloride). Product: N1(CCOCC1)CC1COC=2C=3N1C(=C(C3C=CC2)C(C2=CC=C(C=C2)OC)=O)C (3-(4-morpholinylmethyl)-5-methyl-6-(4-methoxybenzoyl)2,3-dihydropyrrolo[1,2,3-de]-1,4-benzoxazine). Isolated yield 47.6%. As a reaction SMILES: [Cl-].[Al+3].[Cl-].[Cl-].[CH3:5][O:6][C:7]1[CH:15]=[CH:14][C:10]([C:11](Cl)=[O:12])=[CH:9][CH:8]=1.[N:16]1([CH2:22][CH:23]2[N:28]3[C:29]([CH3:35])=[CH:30][C:31]4[CH:32]=[CH:33][CH:34]=[C:26]([C:27]=43)[O:25][CH2:24]2)[CH2:21][CH2:20][O:19][CH2:18][CH2:17]1>C(Cl)Cl>[N:16]1([CH2:22][CH:23]2[N:28]3[C:29]([CH3:35])=[C:30]([C:11](=[O:12])[C:10]4[CH:14]=[CH:15][C:7]([O:6][CH3:5])=[CH:8][CH:9]=4)[C:31]4[CH:32]=[CH:33][CH:34]=[C:26]([C:27]=43)[O:25][CH2:24]2)[CH2:21][CH2:20][O:19][CH2:18][CH2:17]1 |f:0.1.2.3|. Procedure: To a suspension of 7.5 g (0.056 mole) of aluminum chloride in 100 ml of methylene dichloride (MDC) was added, rapidly with stirring, a solution of 6.2 ml (0.038 mole) of 4-methoxybenzoyl chloride. When addition was complete the mixture was stirred for one hour at room temperature and the resulting solution then added dropwise over a ten minute period with stirring to a solution of 8.5 g (0.031 mole) of 3-(4-morpholinylmethyl)-5-methyl-2,3-dihydropyrrolo[1,2,3-de]-1,4-benzoxazine in 100 ml of MDC...